Task: describe an organic reaction: reactants, conditions, products, and yield. Dataset: the Open Reaction Database (ORD), a public repository of structured organic reaction records The reactants are [O-]C#N.[Na+] (sodium cyanate), NC1=C(SC=C1)C(=O)OC (methyl 3-aminothiophen-2-carboxylate). Solvent: O (water), C(C)(=O)O (acetic acid), O (water). Conditions: time 5 hour. The product is N1C(NC(C2=C1C=CS2)=O)=O (thieno[3,2-d]pyrimidin-2,4(1H,3H)-dione). The yield is 80.5%. Reaction SMILES: [O-:1][C:2]#[N:3].[Na+].[NH2:5][C:6]1[CH:10]=[CH:9][S:8][C:7]=1[C:11]([O:13]C)=O>O.C(O)(=O)C>[NH:5]1[C:6]2[CH:10]=[CH:9][S:8][C:7]=2[C:11](=[O:13])[NH:3][C:2]1=[O:1] |f:0.1|. Procedure details: To a solution in which sodium cyanate (5.0 g, 77.0 mmol) was dissolved in water (15.0 mL), methyl 3-aminothiophen-2-carboxylate (6.05 g, 38.4 mmol) dissolved in a mixture solution (90 mL) of 50% glacial acetic acid and water was slowly added dropwise. After stirring for 5 hours at room temperature, thus prepared white precipitate was filtered. The white solid was dissolved in 2.0 N sodium hydroxide solution (90.0 mL). The mixture solution was cooled to 0° C. and acidified using acetic acid. Filt... Starting materials: O1C(OCC1)C1=CC=C(C=C1)C1=NC2=CC=NC(=C2C=C1C1=CC=CC=C1)NN ([2-(4-[1,3]Dioxolan-2-yl-phenyl)-3-phenyl-[1,6]naphthyridin-5-yl]-hydrazine), O.C=1(C(=CC=CC1)S(=O)(=O)O)C (toluenesulfonic acid monohydrate), C1(=CC=CC=C1)C (toluene), C(OC)(OC)OC (trimethyl orthoformate). The solvent is CO (MeOH). Run at temperature 100 celsius. Yields the product O1C(OCC1)C1=CC=C(C=C1)C1=NC=2C=CN3C(C2C=C1C1=CC=CC=C1)=NN=C3 (8-[4-(1,3-Dioxolan-2-yl)phenyl]9-phenyl[1,2,4]triazolo[3,4-f]-1,6-naphthyridine). Reaction SMILES: [O:1]1[CH2:5][CH2:4][O:3][CH:2]1[C:6]1[CH:11]=[CH:10][C:9]([C:12]2[C:21]([C:22]3[CH:27]=[CH:26][CH:25]=[CH:24][CH:23]=3)=[CH:20][C:19]3[C:14](=[CH:15][CH:16]=[N:17][C:18]=3[NH:28][NH2:29])[N:13]=2)=[CH:8][CH:7]=1.O.[C:31]1(C)C(S(O)(=O)=O)=CC=CC=1.C1(C)C=CC=CC=1.C(OC)(OC)OC>CO>[O:3]1[CH2:4][CH2:5][O:1][CH:2]1[C:6]1[CH:11]=[CH:10][C:9]([C:12]2[C:21]([C:22]3[CH:27]=[CH:26][CH:25]=[CH:24][CH:23]=3)=[CH:20][C:19]3[C:18]4=[N:28][N:29]=[CH:31][N:17]4[CH:16]=[CH:15][C:14]=3[N:13]=2)=[CH:8][CH:7]=1 |f:1.2|. Procedure details: To a solution of [2-(4-[1,3]dioxolan-2-yl-phenyl)-3-phenyl-[1,6]naphthyridin-5-yl]-hydrazine (3-4, 1.6 g, 4.2 mmol) and toluenesulfonic acid monohydrate (79 mg, 0.4 mmol) in 3:1 toluene:MeOH (16 mL) was added trimethyl orthoformate (0.58 mL, 12.5 mmol). The mixture was heated to 100° C. in a microwave reactor for 1 hr. The reaction mixture was then concentrated in vacuo. The solid was collected and dried with toluene azeotropically to give the title compound which was used for next step without ...